The task is: describe an organic reaction: reactants, conditions, products, and yield. This data is from the Open Reaction Database (ORD), a public repository of structured organic reaction records. The reactants are CCCC[N+](CCCC)(CCCC)CCCC, C1CCOC1, [F-], O, O, O, C[Si](C)(C)C#Cc1cccc(-n2nccc2-c2nn(-c3ccccc3)ccc2=O)c1. Product: C#Cc1cccc(-n2nccc2-c2nn(-c3ccccc3)ccc2=O)c1. RXN SMILES: [CH2:35]([N+:36]([CH2:37][CH2:38][CH2:39][CH3:40])([CH2:41][CH2:42][CH2:43][CH3:44])[CH2:45][CH2:46][CH2:47][CH3:48])[CH2:49][CH2:50][CH3:51].[CH2:52]1[O:53][CH2:54][CH2:55][CH2:56]1.[F-:34].[OH2:31].[OH2:32].[OH2:33].[c:1]1(-[n:7]2[n:8][c:9](-[c:14]3[n:15](-[c:19]4[cH:20][c:21]([C:25]#[C:26][Si:27]([CH3:28])([CH3:29])[CH3:30])[cH:22][cH:23][cH:24]4)[n:16][cH:17][cH:18]3)[c:10](=[O:13])[cH:11][cH:12]2)[cH:2][cH:3][cH:4][cH:5][cH:6]1>>[c:1]1(-[n:7]2[n:8][c:9](-[c:14]3[n:15](-[c:19]4[cH:20][c:21]([C:25]#[CH:26])[cH:22][cH:23][cH:24]4)[n:16][cH:17][cH:18]3)[c:10](=[O:13])[cH:11][cH:12]2)[cH:2][cH:3][cH:4][cH:5][cH:6]1. Yields the product ClC=1C=C(C(C(=O)O)=CC1S(=O)(=O)C)N (4-chloro-5-methylsulfonylanthranilic acid). Reaction SMILES: Cl[C:2]1[CH:10]=[C:9]([Cl:11])[C:8]([S:12]([CH3:15])(=[O:14])=[O:13])=[CH:7][C:3]=1[C:4]([OH:6])=[O:5].Cl.C(O)(=O)C.[NH3:21]>>[Cl:11][C:9]1[CH:10]=[C:2]([NH2:21])[C:3](=[CH:7][C:8]=1[S:12]([CH3:15])(=[O:14])=[O:13])[C:4]([OH:6])=[O:5]. The yield is 64.0%. Reported procedure: A solution of 2,4-dichloro-5-methylsulfonylbenzoic acid (Example 1, Step B) (60 g.; 0.267 mole) in aqueous ammonia (28%, 900 ml.) is heated in an autoclave at 180° C. for 12 hours. The cooled reaction mixture is poured into ice (3 kg.) and concentrated hydrochloric acid (1.3 liters) which causes the product to precipitate 42 g. (64% yield) of 4-chloro-5-methylsulfonylanthranilic acid, m.p. 286.5°-288.5° C. after recrystallization from acetic acid. Starting materials: C(C)(=O)O (acetic acid), ClC1=C(C(=O)O)C=C(C(=C1)Cl)S(=O)(=O)C (2,4-dichloro-5-methylsulfonylbenzoic acid), N (ammonia), ice, Cl (hydrochloric acid).